Dataset: the Open Reaction Database (ORD), a public repository of structured organic reaction records. Task: describe an organic reaction: reactants, conditions, products, and yield Reactants: C1(=CC=CC=C1)C(OC(C#C)CCCCCC)(C1=CC=CC=C1)C1=CC=CC=C1 (3-triphenylmethoxy-1-nonyne), C(C)(C(C)C)BC(C)C(C)C (disiamylborane), [Br-] (bromide). The product is Br\C=C\C(CCCCCC)OC(C1=CC=CC=C1)(C1=CC=CC=C1)C1=CC=CC=C1 (1-bromo-3-triphenylmethoxy-trans-1-nonene). RXN SMILES: [C:1]1([C:7]([C:24]2[CH:29]=[CH:28][CH:27]=[CH:26][CH:25]=2)([C:18]2[CH:23]=[CH:22][CH:21]=[CH:20][CH:19]=2)[O:8][CH:9]([CH2:12][CH2:13][CH2:14][CH2:15][CH2:16][CH3:17])[C:10]#[CH:11])[CH:6]=[CH:5][CH:4]=[CH:3][CH:2]=1.C(BC(C(C)C)C)(C(C)C)C.[Br-:41]>>[Br:41]/[CH:11]=[CH:10]/[CH:9]([O:8][C:7]([C:1]1[CH:2]=[CH:3][CH:4]=[CH:5][CH:6]=1)([C:18]1[CH:19]=[CH:20][CH:21]=[CH:22][CH:23]=1)[C:24]1[CH:25]=[CH:26][CH:27]=[CH:28][CH:29]=1)[CH2:12][CH2:13][CH2:14][CH2:15][CH2:16][CH3:17]. Procedure details: Treatment of 3-triphenylmethoxy-1-nonyne (Example 128) with disiamylborane and the bromide by the procedure described in Example 1173 is productive of the title compound. Starting materials: CC1=C(C=O)C=CC(=N1)C (2,6-dimethylnicotinaldehyde), BrC=1C=C2C(=C(C(=NC2=CC1)OC)CC1=CC=C(C=C1)C(F)(F)F)Cl (6-Bromo-4-chloro-2-methoxy-3-(4-(trifluoromethyl)benzyl)quinoline), BrC=1C=C2C(=C(C(=NC2=CC1)OC)CC1=CC=C(C=C1)C(F)(F)F)Cl (6-Bromo-4-chloro-2-methoxy-3-(4-(trifluoromethyl)benzyl)quinoline), [Li]CCCC (n-BuLi). Run in C1CCOC1 (THF). Run at temperature -70 celsius, time 2 minute. Yields the product ClC1=C(C(=NC2=CC=C(C=C12)C(O)C=1C(=NC(=CC1)C)C)OC)CC1=CC=C(C=C1)C(F)(F)F ((4-Chloro-2-methoxy-3-(4-(trifluoromethyl)benzyl)quinolin-6-yl)(2,6-dimethylpyridin-3-yl)methanol). Reaction SMILES: Br[C:2]1[CH:3]=[C:4]2[C:9](=[CH:10][CH:11]=1)[N:8]=[C:7]([O:12][CH3:13])[C:6]([CH2:14][C:15]1[CH:20]=[CH:19][C:18]([C:21]([F:24])([F:23])[F:22])=[CH:17][CH:16]=1)=[C:5]2[Cl:25].[Li]CCCC.[CH3:31][C:32]1[N:39]=[C:38]([CH3:40])[CH:37]=[CH:36][C:33]=1[CH:34]=[O:35]>C1COCC1>[Cl:25][C:5]1[C:4]2[C:9](=[CH:10][CH:11]=[C:2]([CH:34]([C:33]3[C:32]([CH3:31])=[N:39][C:38]([CH3:40])=[CH:37][CH:36]=3)[OH:35])[CH:3]=2)[N:8]=[C:7]([O:12][CH3:13])[C:6]=1[CH2:14][C:15]1[CH:20]=[CH:19][C:18]([C:21]([F:24])([F:23])[F:22])=[CH:17][CH:16]=1. Procedure: To a flask containing 6-bromo-4-chloro-2-methoxy-3-(4-(trifluoromethyl)benzyl)quinoline (1.85 g, 4.3 mmol, Intermediate 5: step d) was added THF (45 mL) at room temperature which resulted in a colorless homogeneous solution. The solution was cooled to −70° C. and then n-BuLi (2.5 M in hexanes, 1.75 mL, 4.38 mmol) was added dropwise. After 2 minutes, 2,6-dimethylnicotinaldehyde (755 mg, 5.50 mmol, in 2 mL THF) was introduced and the color of the mixture changed from a reddish-brown to green. The ... Reactants: product, anhydride, N(CC(=O)O)C(=O)OC(C)(C)C (Boc-Gly-OH), N[C@@H](C)C(=O)OC.Cl (H-Ala-OCH3.HCl), Cl (HCl). Run in O1CCOCC1 (dioxane). Product: N(CC(=O)N[C@@H](C)C(=O)OC)C(=O)OC(C)(C)C (Boc-Gly-Ala-OCH3), NCC(=O)N[C@@H](C)C(=O)OC.Cl (H-Gly-Ala-OCH3.HCl). Isolated yield 137.8%. Reaction SMILES: [NH:1]([C:6]([O:8][C:9]([CH3:12])([CH3:11])[CH3:10])=[O:7])[CH2:2][C:3]([OH:5])=[O:4].[NH2:13][C@H:14]([C:16]([O:18][CH3:19])=[O:17])[CH3:15].[ClH:20].Cl>O1CCOCC1>[NH:1]([C:6]([O:8][C:9]([CH3:12])([CH3:11])[CH3:10])=[O:7])[CH2:2][C:3]([NH:13][C@H:14]([C:16]([O:18][CH3:19])=[O:17])[CH3:15])=[O:5].[NH2:1][CH2:2][C:3]([NH:13][C@H:14]([C:16]([O:18][CH3:19])=[O:17])[CH3:15])=[O:4].[ClH:20] |f:1.2,6.7|. Procedure details: Boc-Gly-Ala-OCH3 was prepared by coupling Boc-Gly-OH (35.0 g, 200 mmol) to H-Ala-OCH3.HCl (27.9 g, 200 mmol) using a mixed anhydride procedure. The resulting product (43.5 g, 167 mmol) was deblocked with anhydrous HCl in dioxane. After deblocking, crystallization from dioxane:ether yielded 27.1 g of H-Gly-Ala-OCH3.HCl. Starting materials: CC(C(=O)[O-])c1c(C(=O)c2cc(Cl)ccn2)[nH]c2cc(Cl)ccc12, CCO, Cl, [Na+], [OH-]. The product is O=C(O)Cc1c(C(=O)c2cc(Cl)ccn2)[nH]c2cc(Cl)ccc12. Reaction SMILES: [CH3:1][CH:2]([C:3](=[O:4])[O-:5])[c:6]1[c:7]([C:16](=[O:17])[c:18]2[n:19][cH:20][cH:21][c:22]([Cl:24])[cH:23]2)[nH:8][c:9]2[cH:10][c:11]([Cl:15])[cH:12][cH:13][c:14]12.[CH3:26][CH2:27][OH:28].[ClH:25].[Na+:30].[OH-:29]>>[CH2:2]([C:3](=[O:4])[OH:5])[c:6]1[c:7]([C:16](=[O:17])[c:18]2[n:19][cH:20][cH:21][c:22]([Cl:24])[cH:23]2)[nH:8][c:9]2[cH:10][c:11]([Cl:15])[cH:12][cH:13][c:14]12. Reactants: C1(CCCC1)N1C(=CC2=C1N=C(N=C2)NC2=NC=C(C=C2)N2C[C@@H]1CC[C@H](CC2=O)N1)C(=O)N(C)C (7-Cyclopentyl-N,N-dimethyl-2-(5-((1S,6R)-4-oxo-3,9-diazabicyclo[4.2.1]nonan-3-yl)pyridin-2-ylamino)-7H-pyrrolo[2,3-d]pyrimidine-6-carboxamide), C(Cl)Cl (DCM), CS(=O)(=O)Cl (methanesulfonyl chloride), C(C)(C)N(CC)C(C)C (diisopropyl ethylamine). The solvent is CCOC(=O)C (EtOAc). Conditions: time 16 hour. Yields the product C1(CCCC1)N1C(=CC2=C1N=C(N=C2)NC2=NC=C(C=C2)N2C[C@@H]1CC[C@H](CC2=O)N1S(=O)(=O)C)C(=O)N(C)C (7-cyclopentyl-N,N-dimethyl-2-(5-((1S,6R)-9-(methylsulfonyl)-4-oxo-3,9-diazabicyclo[4.2.1]nonan-3-yl)pyridin-2-ylamino)-7H-pyrrolo[2,3-d]pyrimidine-6-carboxamide). The yield is 43.3%. RXN SMILES: [CH:1]1([N:6]2[C:10]3[N:11]=[C:12]([NH:15][C:16]4[CH:21]=[CH:20][C:19]([N:22]5[C:29](=[O:30])[CH2:28][C@@H:27]6[NH:31][C@@H:24]([CH2:25][CH2:26]6)[CH2:23]5)=[CH:18][N:17]=4)[N:13]=[CH:14][C:9]=3[CH:8]=[C:7]2[C:32]([N:34]([CH3:36])[CH3:35])=[O:33])[CH2:5][CH2:4][CH2:3][CH2:2]1.[CH3:37][S:38](Cl)(=[O:40])=[O:39].C(N(C(C)C)CC)(C)C.C(Cl)Cl>CCOC(C)=O>[CH:1]1([N:6]2[C:10]3[N:11]=[C:12]([NH:15][C:16]4[CH:21]=[CH:20][C:19]([N:22]5[C:29](=[O:30])[CH2:28][C@@H:27]6[N:31]([S:38]([CH3:37])(=[O:40])=[O:39])[C@@H:24]([CH2:25][CH2:26]6)[CH2:23]5)=[CH:18][N:17]=4)[N:13]=[CH:14][C:9]=3[CH:8]=[C:7]2[C:32]([N:34]([CH3:36])[CH3:35])=[O:33])[CH2:2][CH2:3][CH2:4][CH2:5]1. Procedure: A sample of 7-Cyclopentyl-N,N-dimethyl-2-(5-((1S,6R)-4-oxo-3,9-diazabicyclo[4.2.1]nonan-3-yl)pyridin-2-ylamino)-7H-pyrrolo[2,3-d]pyrimidine-6-carboxamide (50 mg, 0.102 mmol), methanesulfonyl chloride (12.3 mg, 0.107 mmol) and diisopropyl ethylamine (0.027 ml, 0.154 mmol) were combined into 1 ml DCM in a crew cap vial along with a stir bar and allowed to stir for 16 hr. The reaction was then taken up into EtOAc, and extracted with saturated Na2CO3 solution, then with brine and the organic layer d... The yield is 73.8%. The reactants are resultant solution, C1(=CC=CC=C1)C (toluene), ClC1=C(C=CC=C1)C(OC1CCNCC1)C1=CC=CC=C1 (4-[(2-chlorophenyl)-phenylmethoxy]piperidine), ClCCCOC1=C(C=CC=C1)[N+](=O)[O-] (1-chloro-3-(2-nitrophenoxy)propane). Procedure: Into 50 ml of toluene were dissolved 3.02 g of 4-[(2-chlorophenyl)-phenylmethoxy]piperidine, 2.59 g of 1-chloro-3-(2-nitrophenoxy)propane and 3.04 g of triethylamine, and the resultant solution was heated under reflux with stirring for 15 hours. After cooling, the reaction solution was washed with water, and the solvent was removed under reduced pressure. The residue was eluted with methanol-chloroform (1:50) by silica gel column chromatography to give 3.55 g of oily 4-[(2-chlorophenyl)-phenylme... The product is ClC1=C(C=CC=C1)C(OC1CCN(CC1)CCCOC1=C(C=CC=C1)[N+](=O)[O-])C1=CC=CC=C1 (4-[(2-chlorophenyl)-phenylmethoxy]-1-[3-(2-nitrophenoxy)propyl]piperidine). Reaction SMILES: C1(C)C=CC=CC=1.[Cl:8][C:9]1[CH:14]=[CH:13][CH:12]=[CH:11][C:10]=1[CH:15]([C:23]1[CH:28]=[CH:27][CH:26]=[CH:25][CH:24]=1)[O:16][CH:17]1[CH2:22][CH2:21][NH:20][CH2:19][CH2:18]1.Cl[CH2:30][CH2:31][CH2:32][O:33][C:34]1[CH:39]=[CH:38][CH:37]=[CH:36][C:35]=1[N+:40]([O-:42])=[O:41]>C(N(CC)CC)C>[Cl:8][C:9]1[CH:14]=[CH:13][CH:12]=[CH:11][C:10]=1[CH:15]([C:23]1[CH:24]=[CH:25][CH:26]=[CH:27][CH:28]=1)[O:16][CH:17]1[CH2:18][CH2:19][N:20]([CH2:30][CH2:31][CH2:32][O:33][C:34]2[CH:39]=[CH:38][CH:37]=[CH:36][C:35]=2[N+:40]([O-:42])=[O:41])[CH2:21][CH2:22]1. Run in C(C)N(CC)CC (triethylamine). Reaction conditions: time 15 hour. As a reaction SMILES: [CH2:1]([CH3:2])[c:3]1[cH:4][cH:5][c:6](-[c:9]2[cH:10][c:11]([F:23])[c:12](-[c:15]3[s:16][c:17]([CH:20]=[CH:21][CH3:22])[cH:18][cH:19]3)[cH:13][cH:14]2)[cH:7][cH:8]1.[CH2:24]1[O:25][CH2:26][CH2:27][CH2:28]1>>[CH2:1]([CH3:2])[c:3]1[cH:4][cH:5][c:6](-[c:9]2[cH:10][c:11]([F:23])[c:12](-[c:15]3[s:16][c:17]([CH2:20][CH2:21][CH3:22])[cH:18][cH:19]3)[cH:13][cH:14]2)[cH:7][cH:8]1. The reactants are CC=Cc1ccc(-c2ccc(-c3ccc(CC)cc3)cc2F)s1, C1CCOC1. Product: CCCc1ccc(-c2ccc(-c3ccc(CC)cc3)cc2F)s1.